From a dataset of the Open Reaction Database (ORD), a public repository of structured organic reaction records. describe an organic reaction: reactants, conditions, products, and yield The reactants are CCO, NN, CCOC(=O)c1ccc(-c2ccc(OCCCCCN3C(=O)c4ccccc4C3=O)c(-c3ccc4c(c3)C(C)(C)CCC4(C)C)c2)cc1, O. Product: CCOC(=O)c1ccc(-c2ccc(OCCCCCN)c(-c3ccc4c(c3)C(C)(C)CCC4(C)C)c2)cc1. RXN SMILES: [CH3:52][CH2:53][OH:54].[NH2:50][NH2:51].[O:1]=[C:2]1[N:3]([CH2:12][CH2:13][CH2:14][CH2:15][CH2:16][O:17][c:18]2[c:19](-[c:35]3[cH:36][c:37]4[c:42]([cH:43][cH:44]3)[C:41]([CH3:45])([CH3:46])[CH2:40][CH2:39][C:38]4([CH3:47])[CH3:48])[cH:20][c:21](-[c:24]3[cH:25][cH:26][c:27]([C:30](=[O:31])[O:32][CH2:33][CH3:34])[cH:28][cH:29]3)[cH:22][cH:23]2)[C:10](=[O:11])[c:5]2[c:4]1[cH:9][cH:8][cH:7][cH:6]2.[OH2:49]>>[NH2:3][CH2:12][CH2:13][CH2:14][CH2:15][CH2:16][O:17][c:18]1[c:19](-[c:35]2[cH:36][c:37]3[c:42]([cH:43][cH:44]2)[C:41]([CH3:45])([CH3:46])[CH2:40][CH2:39][C:38]3([CH3:47])[CH3:48])[cH:20][c:21](-[c:24]2[cH:25][cH:26][c:27]([C:30](=[O:31])[O:32][CH2:33][CH3:34])[cH:28][cH:29]2)[cH:22][cH:23]1. Starting materials: C[Si](C)(C)C#CC1=NC2=CC=CC=C2C=C1 (2-((Trimethylsilyl)ethynyl)quinoline), C(=O)([O-])[O-].[K+].[K+] (K2CO3), Cl (HCl), CCOC(=O)C.CCCCCC (EtOAc Hexane). Solvent: CO (methanol), ClCCl (dichloromethane). The product is C(#C)C1=NC2=CC=CC=C2C=C1 (2-Ethynylquinoline). RXN SMILES: C[Si]([C:5]#[C:6][C:7]1[CH:16]=[CH:15][C:14]2[C:9](=[CH:10][CH:11]=[CH:12][CH:13]=2)[N:8]=1)(C)C.C([O-])([O-])=O.[K+].[K+].CCOC(C)=O.CCCCCC.Cl>CO.ClCCl>[C:6]([C:7]1[CH:16]=[CH:15][C:14]2[C:9](=[CH:10][CH:11]=[CH:12][CH:13]=2)[N:8]=1)#[CH:5] |f:1.2.3,4.5|. Procedure details: 2-((Trimethylsilyl)ethynyl)quinoline (1.289 g, 5.72 mmol), and K2CO3 (0.792 g, 5.73 mmol) were dissolved in a mixture of methanol (3 mL) and dichloromethane (1.5 mL), followed by stirring at room temperature. The completion of the reaction was confirmed by TLC (EtOAc/Hexane=1:4). When the reaction was completed, the pH of the reactant was adjusted to 10 by addition of an aqueous solution of 1 M HCl and extracted with dichloromethane, to thereby separate an organic layer. The organic layer was dr... Starting materials: OCC(C1=NCCC2=CC(=C(C=C12)OC)OC)CO (1-[bis(hydroxymethyl)-methyl]-6,7-dimethoxy-3,4-dihydroisoquinoline). Reagents/catalysts: [Pt] (platinum). The solvent is C(C)O (ethanol), [H][H] (hydrogen). Product: OCC(C1NCCC2=CC(=C(C=C12)OC)OC)CO (1-[bis(hydroxymethyl)-methyl]-6,7-dimethoxy-1,2,3,4-tetrahydroisoquinoline). Isolated yield 95.0%. Reaction SMILES: [OH:1][CH2:2][CH:3]([CH2:18][OH:19])[C:4]1[C:13]2[C:8](=[CH:9][C:10]([O:16][CH3:17])=[C:11]([O:14][CH3:15])[CH:12]=2)[CH2:7][CH2:6][N:5]=1>C(O)C.[H][H].[Pt]>[OH:1][CH2:2][CH:3]([CH2:18][OH:19])[CH:4]1[C:13]2[C:8](=[CH:9][C:10]([O:16][CH3:17])=[C:11]([O:14][CH3:15])[CH:12]=2)[CH2:7][CH2:6][NH:5]1. Procedure details: 0.01 mole (2.65 g) of 1-[bis(hydroxymethyl)-methyl]-6,7-dimethoxy-3,4-dihydroisoquinoline is dissolved in 50 ml of ethanol, and the mixture is reduced in hydrogen atmosphere, in the presence of a 10% platinum-on-activated carbon catalyst, under normal conditions. After uptake of the calculated amount of hydrogen (1 to 2 hours), the catalyst is filtered off and the filtrate is evaporated to yield the aimed compound in crystalline form. Starting materials: N1=CC=C(C=C1)N1CCC(CC1)COC(=O)NNC=1C(=CC=CC1)N (N1-[[1-(4-pyridyl)piperidin-4-yl]methoxycarbonylamino]-1,2-benzenediamine), CC1=CC=C(C(=O)Cl)C=C1 (4-methylbenzoyl chloride). Product: Cl.CC1=CC=C(C(=O)NC=2C(=CC=CC2)NNC(=O)OCC2CCN(CC2)C2=CC=NC=C2)C=C1 (N1-(4-Methylbenzoyl)-N2-[[1-(4-pyridyl)piperidin-4-yl]methoxycarbonylamino]-1,2-benzenediamine hydrochloride). Isolated yield 54.2%. Reaction SMILES: [N:1]1[CH:6]=[CH:5][C:4]([N:7]2[CH2:12][CH2:11][CH:10]([CH2:13][O:14][C:15]([NH:17][NH:18][C:19]3[C:20]([NH2:25])=[CH:21][CH:22]=[CH:23][CH:24]=3)=[O:16])[CH2:9][CH2:8]2)=[CH:3][CH:2]=1.[CH3:26][C:27]1[CH:35]=[CH:34][C:30]([C:31]([Cl:33])=[O:32])=[CH:29][CH:28]=1>>[ClH:33].[CH3:26][C:27]1[CH:35]=[CH:34][C:30]([C:31]([NH:25][C:20]2[C:19]([NH:18][NH:17][C:15]([O:14][CH2:13][CH:10]3[CH2:9][CH2:8][N:7]([C:4]4[CH:5]=[CH:6][N:1]=[CH:2][CH:3]=4)[CH2:12][CH2:11]3)=[O:16])=[CH:24][CH:23]=[CH:22][CH:21]=2)=[O:32])=[CH:29][CH:28]=1 |f:2.3|. Procedure details: Using the procedure described in Example 48, Part C, N1-[[1-(4-pyridyl)piperidin-4-yl]methoxycarbonylamino]-1,2-benzenediamine (0.61 mmol) and 4-methylbenzoyl chloride (1.2 mmol) yielded 164 mg (56%) of the title compound. Yield: 59.8%. Starting materials: ClC=1C=C(C[C@H]2[C@H](CC3=CC=CC=C23)NC(=O)OC(C)(C)C)C=CC1Cl ((±) cis-1-(3,4-dichlorobenzyl)-2-tert-butoxycarbonylaminoindane), [Cl-].[NH4+] (ammonium chloride), [H-].[Na+] (sodium hydride), IC (iodomethane). Reaction SMILES: [H-].[Na+].[Cl:3][C:4]1[CH:5]=[C:6]([CH:25]=[CH:26][C:27]=1[Cl:28])[CH2:7][C@@H:8]1[C:16]2[C:11](=[CH:12][CH:13]=[CH:14][CH:15]=2)[CH2:10][C@@H:9]1[NH:17][C:18]([O:20][C:21]([CH3:24])([CH3:23])[CH3:22])=[O:19].I[CH3:30].[Cl-].[NH4+]>CN(C)C=O>[Cl:3][C:4]1[CH:5]=[C:6]([CH:25]=[CH:26][C:27]=1[Cl:28])[CH2:7][C@@H:8]1[C:16]2[C:11](=[CH:12][CH:13]=[CH:14][CH:15]=2)[CH2:10][C@@H:9]1[N:17]([CH3:30])[C:18]([O:20][C:21]([CH3:22])([CH3:23])[CH3:24])=[O:19] |f:0.1,4.5|. Solvent: CN(C=O)C (N, N-dimethylformamide), CN(C=O)C (N,N-dimethylformamide). Yields the product ClC=1C=C(C[C@H]2[C@H](CC3=CC=CC=C23)N(C(=O)OC(C)(C)C)C)C=CC1Cl ((±) cis-1-(3,4-Dichlorobenzyl)-2-(N-methyl-N-tert-butoxycarbonylamino)indane). Procedure details: To a suspension of sodium hydride (80% disp. in oil, 130 mg, 4.2 mmol) in dry N,N-dimethylformamide (6 ml) under nitrogen was added dropwise a solution of (±) cis-1-(3,4-dichlorobenzyl)-2-tert-butoxycarbonylaminoindane (1.65 g, 4.2 mmol) in N, N-dimethylformamide (10 ml). After stirring the mixture for 30 minutes at room temperature, iodomethane (0.28 ml, 4.5 mmol) was added dropwise and stirring continued for a further 1 h. The reaction mixture was then poured into a large excess of sat. ammoni... Conditions: time 30 minute. The reactants are C(C#C)Br (propargyl bromide), solution, C(CCC)[Li] (n-butyllithium), CNC1=CC=CC=C1 (N-methylaniline). Run in C1(=CC=CC=C1)C (toluene), CCCCCCC (n-heptane), CCOCC (ether). Conditions: temperature -10 celsius, time 8 hour. Product: CN(C1=CC=CC=C1)CC#C (N-methyl-N-phenyl-propargylamine). RXN SMILES: [CH2:1]([Li])[CH2:2][CH2:3]C.[CH3:6][NH:7][C:8]1[CH:13]=[CH:12][CH:11]=[CH:10][CH:9]=1.C(Br)C#C>CCCCCCC.CCOCC.C1(C)C=CC=CC=1>[CH3:6][N:7]([CH2:3][C:2]#[CH:1])[C:8]1[CH:13]=[CH:12][CH:11]=[CH:10][CH:9]=1. Reported procedure: 34 ml of a 2.7M solution of n-butyllithium in n-heptane are added dropwise at room temperature under nitrogen in the course of 1 hour to a solution of 10 g (93 mmol) of N-methylaniline in 100 ml of absolute ether. The temperature increases to reflux of the reaction mass. After 1 hour's reflux, the yellow solution is cooled to −10° C. and then in the course of 30 minutes a solution of 11.3 g (102 mmol) of propargyl bromide in toluene is added dropwise. The mixture is then stirred at room temperat... Reactants: CCOC(=O)C (EtOAc), C(C1=CC=CC=C1)OC1=NC(=CC=C1[N+](=O)[O-])C=C (2-(benzyloxy)-3-nitro-6-vinylpyridine), NaIO4. Reagents/catalysts: O=[Os](=O)(=O)=O (OsO4). Solvent: CCCCCC (hexane), CC(=O)C.O (acetone water). Run at temperature 0 celsius. Product: C(C1=CC=CC=C1)OC1=C(C=CC(=N1)C=O)[N+](=O)[O-] (6-(Benzyloxy)-5-nitropicolinaldehyde). RXN SMILES: [CH2:1]([O:8][C:9]1[C:14]([N+:15]([O-:17])=[O:16])=[CH:13][CH:12]=[C:11]([CH:18]=C)[N:10]=1)[C:2]1[CH:7]=[CH:6][CH:5]=[CH:4][CH:3]=1.CC[O:22]C(C)=O>CC(C)=O.O.CCCCCC.O=[Os](=O)(=O)=O>[CH2:1]([O:8][C:9]1[N:10]=[C:11]([CH:18]=[O:22])[CH:12]=[CH:13][C:14]=1[N+:15]([O-:17])=[O:16])[C:2]1[CH:7]=[CH:6][CH:5]=[CH:4][CH:3]=1 |f:2.3|. Procedure details: To a cooled (0° C.) stirred mixture of (2-(benzyloxy)-3-nitro-6-vinylpyridine (0.5 g, 0.0019 mol) in acetone:water (1:1, 5 mL), was added OsO4 (16.39 mg, 0.000064 mol, Aldrich) and NaIO4 (1.67 g, 0.0078 mol, Aldrich). The reaction mixture was stirred for 4 h at room temperature. After completion of the reaction (monitored by TLC, 10% EtOAc in hexane), the reaction mixture was quenched with water (10 mL) and extracted with EtOAc (5 mL×3). The organic layers were combined, dried over anhydrous sod... Reactants: S(O)(O)(=O)=O (sulfuric acid), N1C=C(C2=CC=CC=C12)CNCC(C1=CC=CC=C1)O (α-[(1H-indol-3-ylmethyl-amino)methyl]benzyl alcohol), S(O)(O)(=O)=O (sulfuric acid). RXN SMILES: S(=O)(=O)(O)O.[NH:6]1[C:14]2[C:9](=[CH:10][CH:11]=[CH:12][CH:13]=2)[C:8]([CH2:15][NH:16][CH2:17][CH:18](O)[C:19]2[CH:24]=[CH:23][CH:22]=[CH:21][CH:20]=2)=[CH:7]1>>[C:19]1([CH:18]2[C:7]3[NH:6][C:14]4[CH:13]=[CH:12][CH:11]=[CH:10][C:9]=4[C:8]=3[CH2:15][NH:16][CH2:17]2)[CH:24]=[CH:23][CH:22]=[CH:21][CH:20]=1. Reaction conditions: temperature 0 celsius, time 5 hour. Yields the product C1(=CC=CC=C1)C1CNCC2=C1NC=1C=CC=CC21 (2,3,4,5-tetrahydro-4-phenyl-1H-pyrido[4,3-b]indole). Procedure details: Concentrated sulfuric acid (72 mL) was stirred and cooled to 0° C. in an ice-methanol bath. α-[(1H-indol-3-ylmethyl-amino)methyl]benzyl alcohol, 22.5 g (0.08 mol) was added in small portions to the stirred cooled sulfuric acid reaction mixture over 2 hours. The cooling bath was removed and the reaction was stirred at room temperature for 5 hours. Then the reaction mixture was poured onto crushed ice, basified with 50% aqueous sodium hydroxide solution (with ice cooling). Ethyl acetate was added ...